The task is: describe an organic reaction: reactants, conditions, products, and yield. This data is from the Open Reaction Database (ORD), a public repository of structured organic reaction records. The product is CNC(=C[N+](=O)[O-])NCCSCc1ccc(CN(C)C)o1. The reactants are CNC(=C[N+](=O)[O-])SC, CN(C)Cc1ccc(CSCCN)o1, Cl, O. RXN SMILES: [CH3:15][NH:16][C:17](=[CH:18][N+:19](=[O:20])[O-:21])[S:22][CH3:23].[CH3:1][N:2]([CH3:3])[CH2:4][c:5]1[cH:6][cH:7][c:8]([CH2:10][S:11][CH2:12][CH2:13][NH2:14])[o:9]1.[ClH:24].[OH2:25]>>[CH3:1][N:2]([CH3:3])[CH2:4][c:5]1[cH:6][cH:7][c:8]([CH2:10][S:11][CH2:12][CH2:13][NH:14][C:17]([NH:16][CH3:15])=[CH:18][N+:19](=[O:20])[O-:21])[o:9]1. The product is NC1=C(C=C(C=C1)C[C@@H](C(=O)OC)NC(=O)OC(C)(C)C)Cl (Methyl (2S)-3-(4-amino-3-chlorophenyl)-2-[(tert-butoxycarbonyl-)amino]propanoate). The reactants are NC1=CC=C(C=C1)C[C@@H](C(=O)OC)NC(=O)OC(C)(C)C (Methyl (2S)-3-(4-aminophenyl)-2-[(tert-butoxycarbonyl)amino]propanoate), ClN1C(CCC1=O)=O (N-chlorosuccinimide). Reaction conditions: time 24 hour. The solvent is CN(C)C=O (DMF). Yield: 60.9%. As a reaction SMILES: [NH2:1][C:2]1[CH:7]=[CH:6][C:5]([CH2:8][C@H:9]([NH:14][C:15]([O:17][C:18]([CH3:21])([CH3:20])[CH3:19])=[O:16])[C:10]([O:12][CH3:13])=[O:11])=[CH:4][CH:3]=1.[Cl:22]N1C(=O)CCC1=O>CN(C=O)C>[NH2:1][C:2]1[CH:3]=[CH:4][C:5]([CH2:8][C@H:9]([NH:14][C:15]([O:17][C:18]([CH3:21])([CH3:20])[CH3:19])=[O:16])[C:10]([O:12][CH3:13])=[O:11])=[CH:6][C:7]=1[Cl:22]. Reported procedure: Methyl (2S)-3-(4-aminophenyl)-2-[(tert-butoxycarbonyl)amino]propanoate (1.0 g, 3.22 mmol) and N-chlorosuccinimide (474 mg, 3.55 mmol) were dissolved in DMF (20 mL) and allowed to stir under an atmosphere of nitrogen for 24 h. The reaction was quenched with water and diluted with ethyl acetate (100 mL). The organic phase was separated, dried over sodium sulfate, filtered and concentrated in vacuo. The crude material was purified by silica gel column (5–20% ethyl acetate/hexanes) to afford the pro... Starting materials: NC1=CC=C(C=C1)C=1C2CC2C(NN1)=O (2-(p-aminophenyl)-3,4-diaza-bicyclo[4.1.0]hept-2-en-5-one), ClC1(CC1)C(=O)Cl (1-chlorocyclopropanecarboxylic acid chloride). The solvent is O1CCCC1 (tetrahydrofuran). The product is ClC1(CC1)C(=O)NC1=CC=C(C=C1)C=1C2CC2C(NN1)=O (2-[p-(1-chlorocyclopropylcarbonylamino)-phenyl]-3,4-diaza-bicyclo[4.1.0]hept-2-en-5-one). Isolated yield 62.4%. RXN SMILES: [NH2:1][C:2]1[CH:7]=[CH:6][C:5]([C:8]2[CH:9]3[CH:11]([C:12](=[O:15])[NH:13][N:14]=2)[CH2:10]3)=[CH:4][CH:3]=1.[Cl:16][C:17]1([C:20](Cl)=[O:21])[CH2:19][CH2:18]1>O1CCCC1>[Cl:16][C:17]1([C:20]([NH:1][C:2]2[CH:3]=[CH:4][C:5]([C:8]3[CH:9]4[CH:11]([C:12](=[O:15])[NH:13][N:14]=3)[CH2:10]4)=[CH:6][CH:7]=2)=[O:21])[CH2:19][CH2:18]1. Procedure details: 5.0 g (24.8 millimoles) of 2-(p-aminophenyl)-3,4-diaza-bicyclo[4.1.0]hept-2-en-5-one, 4.5 g (32.4 millimoles) of 1-chlorocyclopropanecarboxylic acid chloride and 100 ml of absolute tetrahydrofuran are kept at room temperature for 6 hours. The product is filtered off at 10° C., washed first with tetrahydrofuran and then with water, and recrystallized from methanol. 4.7 g (62% of theory) of 2-[p-(1-chlorocyclopropylcarbonylamino)-phenyl]-3,4-diaza-bicyclo[4.1.0]hept-2-en-5-one are isolated as colo...